Task: describe an organic reaction: reactants, conditions, products, and yield. Dataset: the Open Reaction Database (ORD), a public repository of structured organic reaction records Reactants: CCOC(=O)c1ccc2c(c1)CC(C)(C)C(c1cccc(Br)c1)N2, CO, Cl, [Na+], C1CCOC1, [OH-], O. The product is CC1(C)Cc2cc(C(=O)O)ccc2NC1c1cccc(Br)c1. As a reaction SMILES: [CH2:1]([CH3:2])[O:3][C:4](=[O:5])[c:6]1[cH:7][c:8]2[c:13]([cH:14][cH:15]1)[NH:12][CH:11]([c:16]1[cH:17][c:18]([Br:22])[cH:19][cH:20][cH:21]1)[C:10]([CH3:23])([CH3:24])[CH2:9]2.[CH3:28][OH:29].[ClH:27].[Na+:26].[O:30]1[CH2:31][CH2:32][CH2:33][CH2:34]1.[OH-:25].[OH2:35]>>[O:3]=[C:4]([OH:5])[c:6]1[cH:7][c:8]2[c:13]([cH:14][cH:15]1)[NH:12][CH:11]([c:16]1[cH:17][c:18]([Br:22])[cH:19][cH:20][cH:21]1)[C:10]([CH3:23])([CH3:24])[CH2:9]2. The reactants are C(C)(C)(C)C1=CC=C(C=C1)C[C@@H](CCl)C ((S)-1-tert-Butyl-4-[3-chloro-2-methylpropyl]benzene), N1CCCCC1 (piperidine). The product is C[C@@H](CC1=CC=C(C=C1)C(C)(C)C)CN2CCCCC2 ((S)-fenpropidine). Reaction SMILES: [C:1]([C:5]1[CH:10]=[CH:9][C:8]([CH2:11][C@H:12]([CH3:15])[CH2:13]Cl)=[CH:7][CH:6]=1)([CH3:4])([CH3:3])[CH3:2].[NH:16]1[CH2:21][CH2:20][CH2:19][CH2:18][CH2:17]1>>[CH3:15][C@H:12]([CH2:13][N:16]1[CH2:21][CH2:20][CH2:19][CH2:18][CH2:17]1)[CH2:11][C:8]1[CH:9]=[CH:10][C:5]([C:1]([CH3:4])([CH3:3])[CH3:2])=[CH:6][CH:7]=1. Procedure details: The reaction of (a) with piperidine gives the novel compound (S)-fenpropidine. Starting materials: C(C1=CC=CC=C1)OC(=O)N1C[C@H]2CCCC[C@H]2C[C@H]1C(=O)NC(C)(C)C (2-(benzyloxy-carbonyl)-N-tert.butyl-decahydro-(4aS,8aS)-isoquinoline-3(S)-carboxamide). Reagents/catalysts: [Pd] (palladium-on-carbon). Solvent: C(C)O (ethanol). Yields the product C(C)(C)(C)NC(=O)[C@H]1NC[C@H]2CCCC[C@H]2C1 (N-tert.butyl-decahydro-(4aS,8aS)-isoquinoline-3(S)-carboxamide). Yield: 100.0%. RXN SMILES: C(OC([N:11]1[C@H:20]([C:21]([NH:23][C:24]([CH3:27])([CH3:26])[CH3:25])=[O:22])[CH2:19][C@H:18]2[C@H:13]([CH2:14][CH2:15][CH2:16][CH2:17]2)[CH2:12]1)=O)C1C=CC=CC=1>C(O)C.[Pd]>[C:24]([NH:23][C:21]([C@@H:20]1[CH2:19][C@H:18]2[C@H:13]([CH2:14][CH2:15][CH2:16][CH2:17]2)[CH2:12][NH:11]1)=[O:22])([CH3:27])([CH3:25])[CH3:26]. Procedure details: A solution of 0.689 g (1.85 mmol) of 2-(benzyloxy-carbonyl)-N-tert.butyl-decahydro-(4aS,8aS)-isoquinoline-3(S)-carboxamide in 20 ml of ethanol was hydrogenated in the presence of 0.01 g of 10% palladium-on-carbon at room temperature and under atmospheric pressure for 18 hours. The catalyst was removed by filtration and the solvent was removed by evaporation to give 1.85 mmol of N-tert.butyl-decahydro-(4aS,8aS)-isoquinoline-3(S)-carboxamide as a clear oil: MS: m/e 239 [M+H]+, which was used in th...